This data is from the Open Reaction Database (ORD), a public repository of structured organic reaction records. The task is: describe an organic reaction: reactants, conditions, products, and yield The reactants are CC1=CC=C(C=C1)S(=O)(=O)OC[C@H]1[C@@H](CN(CC1)C(=O)OC(C)(C)C)OC (1,1-dimethylethyl trans-4-[[[(4-methylphenyl)sulfonyl]oxy]-methyl]-3-methoxy-1-piperidinecarboxylate), N (NH3). The solvent is C1CCOC1 (THF). Product: NC[C@H]1[C@@H](CN(CC1)C(=O)OC(C)(C)C)OC (1,1-dimethylethyl(trans)-4-(aminomethyl)-3-methoxy-1-piperidinecarboxylate). As a reaction SMILES: CC1C=CC(S(O[CH2:12][C@@H:13]2[CH2:18][CH2:17][N:16]([C:19]([O:21][C:22]([CH3:25])([CH3:24])[CH3:23])=[O:20])[CH2:15][C@H:14]2[O:26][CH3:27])(=O)=O)=CC=1.[NH3:28]>C1COCC1>[NH2:28][CH2:12][C@@H:13]1[CH2:18][CH2:17][N:16]([C:19]([O:21][C:22]([CH3:25])([CH3:24])[CH3:23])=[O:20])[CH2:15][C@H:14]1[O:26][CH3:27]. Reported procedure: A mixture of intermediate (45) (0.065 mol) in THF (250 ml) was treated with liquid NH3 in an autoclave at 125° C. during 16 hours. The reaction mixture was filtered and the filtrate was evaporated. The residue was partitioned between a 5% aqueous NaOH solution and DCM. The organic layer was separated, dried, filtered and the solvent was evaporated, yielding 16 g of 1,1-dimethylethyl(trans)-4-(aminomethyl)-3-methoxy-1-piperidinecarboxylate (intermediate (46).